This data is from the Open Reaction Database (ORD), a public repository of structured organic reaction records. The task is: describe an organic reaction: reactants, conditions, products, and yield The reactants are CC(=O)C1=C(C=CC=C1OC)O (2-hydroxy-6-methoxyacetophenone), FC(C1=CC=C(C(=O)Cl)C=C1)(F)F (4-trifluoromethylbenzoyl chloride). Yields the product FC(C1=CC=C(C=C1)C=1OC2=C(C(C1)=O)C(=CC=C2)OC)(F)F (2-(4-trifluoromethylphenyl)-5-methoxy-4H-1-benzopyran-4-one). As a reaction SMILES: [CH3:1][C:2]([C:4]1[C:9]([O:10][CH3:11])=[CH:8][CH:7]=[CH:6][C:5]=1O)=[O:3].[F:13][C:14]([F:25])([F:24])[C:15]1[CH:23]=[CH:22][C:18]([C:19](Cl)=[O:20])=[CH:17][CH:16]=1>>[F:13][C:14]([F:25])([F:24])[C:15]1[CH:23]=[CH:22][C:18]([C:19]2[O:20][C:5]3[CH:6]=[CH:7][CH:8]=[C:9]([O:10][CH3:11])[C:4]=3[C:2](=[O:3])[CH:1]=2)=[CH:17][CH:16]=1. Procedure details: 3 is prepared from 2-hydroxy-6-methoxyacetophenone and 4-trifluoromethylbenzoyl chloride by the procedure of Example 1. The material is purified by flash chromatography (gradient elution using 25% ethyl acetate in hexane, 40% ethyl acetate in hexane, 60% ethyl acetate in hexane; material is loaded on column in methylene chloride), yielding 3 with a melting point of 190°-191° C. The reactants are OC1=CC=C(CCO)C=C1 (4-Hydroxyphenethyl alcohol), S(=O)(=O)(C1=CC=C(C)C=C1)Cl (tosyl chloride). The solvent is N1=CC=CC=C1 (pyridine). Conditions: time 2 hour. Yields the product S(=O)(=O)(C1=CC=C(C)C=C1)OCCC1=CC=C(C=C1)O (4-(2-tosyloxyethyl)phenol). Isolated yield 55.4%. RXN SMILES: [OH:1][C:2]1[CH:10]=[CH:9][C:5]([CH2:6][CH2:7][OH:8])=[CH:4][CH:3]=1.[S:11](Cl)([C:14]1[CH:20]=[CH:19][C:17]([CH3:18])=[CH:16][CH:15]=1)(=[O:13])=[O:12]>N1C=CC=CC=1>[S:11]([O:8][CH2:7][CH2:6][C:5]1[CH:9]=[CH:10][C:2]([OH:1])=[CH:3][CH:4]=1)([C:14]1[CH:20]=[CH:19][C:17]([CH3:18])=[CH:16][CH:15]=1)(=[O:13])=[O:12]. Reported procedure: 4-Hydroxyphenethyl alcohol (3.2 g) was dissolved in 50 ml of pyridine, to which 4.0 g of tosyl chloride was added in small portions under ice cooling. The temperature of the reaction mixture was allowed to rise to room temperature, at which it was stirred for 2 hours. Then, insoluble matter was filtered off, and pyridine was distilled off under reduced pressure. The residue was isolated and purified by chromatography on a silica gel column (eluent: CHCl3), whereby 3.4 g of the compound (1) were ...